This data is from the Open Reaction Database (ORD), a public repository of structured organic reaction records. The task is: describe an organic reaction: reactants, conditions, products, and yield The reactants are FC(C=1C=C(CN2C(C3=C(OCCC2)N=C(C=C3C3=CC=C(C=C3)F)Cl)=O)C=C(C1)C(F)(F)F)(F)F (5-[3,5-bis(trifluoromethyl)benzyl]-9-chloro-7-(4-fluorophenyl)-6-oxo-2,3,4,5-tetrahydro-6H-pyrido[2,3-b][1,5]oxazocine), O=C1N(CCC1)C1CCNCC1 (4-(2-oxopyrrolidine-1-yl)piperidine). The product is FC(C=1C=C(CN2C(C3=C(OCCC2)N=C(C=C3C3=CC=C(C=C3)F)N3CCC(CC3)N3C(CCC3)=O)=O)C=C(C1)C(F)(F)F)(F)F (5-[3,5-bis(trifluoromethyl)benzyl]-7-(4-fluorophenyl)-6-oxo-9-[4-(2-oxopyrrolidine-1-yl)piperidine-1-yl]-2,3,4,5-tetrahydro-6H-pyrido[2,3-b][1,5]oxazocine). Yield: 39.3%. Reaction SMILES: [F:1][C:2]([F:36])([F:35])[C:3]1[CH:4]=[C:5]([CH:28]=[C:29]([C:31]([F:34])([F:33])[F:32])[CH:30]=1)[CH2:6][N:7]1[CH2:14][CH2:13][CH2:12][O:11][C:10]2[N:15]=[C:16](Cl)[CH:17]=[C:18]([C:19]3[CH:24]=[CH:23][C:22]([F:25])=[CH:21][CH:20]=3)[C:9]=2[C:8]1=[O:27].[O:37]=[C:38]1[CH2:42][CH2:41][CH2:40][N:39]1[CH:43]1[CH2:48][CH2:47][NH:46][CH2:45][CH2:44]1>>[F:1][C:2]([F:36])([F:35])[C:3]1[CH:4]=[C:5]([CH:28]=[C:29]([C:31]([F:34])([F:33])[F:32])[CH:30]=1)[CH2:6][N:7]1[CH2:14][CH2:13][CH2:12][O:11][C:10]2[N:15]=[C:16]([N:46]3[CH2:45][CH2:44][CH:43]([N:39]4[CH2:40][CH2:41][CH2:42][C:38]4=[O:37])[CH2:48][CH2:47]3)[CH:17]=[C:18]([C:19]3[CH:24]=[CH:23][C:22]([F:25])=[CH:21][CH:20]=3)[C:9]=2[C:8]1=[O:27]. Procedure: In a similar manner to Example 1, 5-[3,5-bis(trifluoromethyl)benzyl]-9-chloro-7-(4-fluorophenyl)-6-oxo-2,3,4,5-tetrahydro-6H-pyrido[2,3-b][1,5]oxazocine (53.3 mg) was reacted with 4-(2-oxopyrrolidine-1-yl)piperidine (20.2 mg) to obtain 5-[3,5-bis(trifluoromethyl)benzyl]-7-(4-fluorophenyl)-6-oxo-9-[4-(2-oxopyrrolidine-1-yl)piperidine-1-yl]-2,3,4,5-tetrahydro-6H-pyrido[2,3-b][1,5]oxazocine (26.1 mg, 39%). Reactants: N1(C)C(=O)N(C)C=2N=CNC2C1=O (theophylline), [OH-].[K+] (potassium hydroxide), C(CC)Br (propyl bromide). The solvent is aqueous solution, CN(C=O)C (dimethylformamide). Reaction conditions: temperature 90 celsius. Product: CN1C(=O)N(C=2N=CN(C2C1=O)CCC)C (1,3-dimethyl-7-propylxanthine). The yield is 88.8%. As a reaction SMILES: [N:1]1([C:12](=[O:13])[C:11]2[NH:10][CH:9]=[N:8][C:7]=2[N:5]([CH3:6])[C:3]1=[O:4])[CH3:2].[OH-].[K+].[CH2:16](Br)[CH2:17][CH3:18]>CN(C)C=O>[CH3:2][N:1]1[C:12](=[O:13])[C:11]2[N:10]([CH2:16][CH2:17][CH3:18])[CH:9]=[N:8][C:7]=2[N:5]([CH3:6])[C:3]1=[O:4] |f:1.2|. Procedure: 600 g of theophylline (a product of Katayama Kagaku Kogyo K.K.) was dissolved in 180 ml of an aqueous solution containing 263.4 g of potassium hydroxide, and the solution was evaporated to dryness under reduced pressure to prepare a potassium salt of theophylline. The resulting salt was suspended in 3600 ml of dimethylformamide, and 436.5 ml of propyl bromide was added thereto, followed by heating at 90° C. for 8 hours while stirring. Dimethylformamide was removed by distillation under reduced p... The reactants are C(C)(C)(C)OC(=O)N1C(CCCC1)CNC1=NC(=CC=C1)NC(=O)NC=1N=C(SC1)C1=CC=NC=C1 (2-({6-[3-(2-Pyridin-4-yl-thiazol-4-yl)-ureido]-pyridin-2-ylamino}-methyl)-piperidine-1-carboxylic acid tert-butyl ester), C(=O)(C(F)(F)F)O (TFA). The solvent is CO (MeOH). Run at temperature 50 celsius. Yields the product N1C(CCCC1)CNC1=CC=CC(=N1)NC(=O)NC=1N=C(SC1)C1=CC=NC=C1 (1-(6-[(Piperidin-2-ylmethyl)-amino]-pyridin-2-yl}-3-(2-pyridin-4-yl-thiazol-4-yl)-urea). As a reaction SMILES: C(OC([N:8]1[CH2:13][CH2:12][CH2:11][CH2:10][CH:9]1[CH2:14][NH:15][C:16]1[CH:21]=[CH:20][CH:19]=[C:18]([NH:22][C:23]([NH:25][C:26]2[N:27]=[C:28]([C:31]3[CH:36]=[CH:35][N:34]=[CH:33][CH:32]=3)[S:29][CH:30]=2)=[O:24])[N:17]=1)=O)(C)(C)C.C(O)(C(F)(F)F)=O>CO>[NH:8]1[CH2:13][CH2:12][CH2:11][CH2:10][CH:9]1[CH2:14][NH:15][C:16]1[N:17]=[C:18]([NH:22][C:23]([NH:25][C:26]2[N:27]=[C:28]([C:31]3[CH:36]=[CH:35][N:34]=[CH:33][CH:32]=3)[S:29][CH:30]=2)=[O:24])[CH:19]=[CH:20][CH:21]=1. Reported procedure: 2-({6-[3-(2-Pyridin-4-yl-thiazol-4-yl)-ureido]-pyridin-2-ylamino}-methyl)-piperidine-1-carboxylic acid tert-butyl ester (52 mg, 0.102 mmol) in MeOH (10 mL) was treated with TFA (0.1 mL, 1.3 mmol). The resulting mixture was heated at 50° C. for 24 h. The reaction mixture was cooled to RT and neutralized to pH between 8-9. Solvent was removed. The residue was partitioned between H2O and CHCl3. The organic layer was washed with H2O, brine, dried over MgSO4, and concentrated to give a yellow solid. ... The reactants are C1CCC2=NCCCN2CC1 (DBU), C1(=CC=CC=C1)[C@H](C)N=C(C(F)(F)F)C ((S)-(1-phenylethyl)-(2′,2′,2′-trifluoro-1-methylethylidene)-amine), desired intermediate. The solvent is C1(=CC=CC=C1)C (toluene). The product is C1(=CC=CC=C1)C(C)=N[C@@H](C(F)(F)F)C ((R)-(1′-Phenylethylidene)-(2,2,2-trifluoro-1-methylethyl)-amine). RXN SMILES: [C:1]1([C@@H:7]([N:9]=[C:10]([CH3:15])[C:11]([F:14])([F:13])[F:12])[CH3:8])[CH:6]=[CH:5][CH:4]=[CH:3][CH:2]=1.C1CCN2C(=NCCC2)CC1>C1(C)C=CC=CC=1>[C:1]1([C:7](=[N:9][C@H:10]([CH3:15])[C:11]([F:12])([F:13])[F:14])[CH3:8])[CH:2]=[CH:3][CH:4]=[CH:5][CH:6]=1. Procedure details: To crude (S)-(1-phenylethyl)-(2′,2′,2′-trifluoro-1-methylethylidene)-amine (1410 g, 4.54 mol theory) and washings with 20 g of toluene at room temperature, add DBU (1050 g, 6.897 mol) in portions to keep temperature below 60° C. Heat the reaction at 60° C. overnight (14 h) under nitrogen until the starting material rearranges to the desired intermediate (2460 g of solution). MS (ES+) m/z: 216.2 (M+H)+. Starting materials: ClC1=C(C(CCl)=O)C=CC(=C1)Cl (2,4-dichlorophenacyl chloride), C(CCC)NC(NN)=S (4-n-butyl-thiosemicarbazide). Solvent: CO (methanol). Product: Cl.C(CCC)NC=1SCC(=NN1)C1=C(C=C(C=C1)Cl)Cl (N-butyl-5-(2,4-dichlorophenyl)-6H-1,3,4-thiadiazin-2-amine monohydrochloride). Yield: 112.8%. RXN SMILES: [Cl:1][C:2]1[CH:11]=[C:10]([Cl:12])[CH:9]=[CH:8][C:3]=1[C:4](=O)[CH2:5]Cl.[CH2:13]([NH:17][C:18](=[S:21])[NH:19][NH2:20])[CH2:14][CH2:15][CH3:16]>CO>[ClH:1].[CH2:13]([NH:17][C:18]1[S:21][CH2:5][C:4]([C:3]2[CH:8]=[CH:9][C:10]([Cl:12])=[CH:11][C:2]=2[Cl:1])=[N:20][N:19]=1)[CH2:14][CH2:15][CH3:16] |f:3.4|. Procedure details: 4.47 g of 2,4-dichlorophenacyl chloride and 2.66 g of 4-n-butyl-thiosemicarbazide are reacted under the conditions of Example 2 in 150 ml of methanol. The solid obtained is recrystallized from methanol/ethyl acetate, producing 3.98 g of N-butyl-5-(2,4-dichlorophenyl)-6H-1,3,4-thiadiazin-2-amine monohydrochloride. m.p. 180°-182° C. Starting materials: CC(C)(Br)C(N)=O, O=C([O-])[O-], CN1CCCN(C)C1=O, CN1CCCC1=O, [Cs+], [Cs+], [H-], [Na+], C1COCCO1, Oc1cccc2ncccc12. Yields the product Nc1cccc2ncccc12. As a reaction SMILES: [Br:20][C:21]([CH3:22])([CH3:23])[C:25]([NH2:24])=[O:26].[C:14](=[O:15])([O-:16])[O-:17].[CH3:33][N:34]1[CH2:35][CH2:36][CH2:37][N:38]([CH3:39])[C:40]1=[O:41].[CH3:42][N:43]1[CH2:44][CH2:45][CH2:46][C:47]1=[O:48].[Cs+:18].[Cs+:19].[H-:13].[Na+:12].[O:27]1[CH2:28][CH2:29][O:30][CH2:31][CH2:32]1.[OH:1][c:2]1[c:3]2[cH:4][cH:5][cH:6][n:7][c:8]2[cH:9][cH:10][cH:11]1>>[c:2]1([NH2:24])[c:3]2[cH:4][cH:5][cH:6][n:7][c:8]2[cH:9][cH:10][cH:11]1.